This data is from the Open Reaction Database (ORD), a public repository of structured organic reaction records. The task is: describe an organic reaction: reactants, conditions, products, and yield The reactants are [H-].[Al+3].[Li+].[H-].[H-].[H-] (lithium aluminum hydride), C(CCC)N1CC(OCC1=O)COC=1C=CC=C2C=CCC12 (4-butyl-2-(7-indenyloxymethyl)morpholin-5-one). Procedure details: In 250 ml. of anhydrous tetrahydrofuran was suspended 2.0 g. of lithium aluminum hydride and then a solution prepared by dissolving 8.0 g. of 4-butyl-2-(7-indenyloxymethyl)morpholin-5-one in 50 ml. of anhydrous tetrahydrofuran was added slowly to the suspension with stirring. Then, by treating the mixture in a similar manner as in Example 1, 6.4 g. (yield) of oily 4-butyl-2-(7-indenyloxymethyl)-morpholine was obtained. Product: C(CCC)N1CC(OCC1)COC=1C=CC=C2C=CCC12 (4-butyl-2-(7-indenyloxymethyl)-morpholine). As a reaction SMILES: [H-].[Al+3].[Li+].[H-].[H-].[H-].[CH2:7]([N:11]1[C:16](=O)[CH2:15][O:14][CH:13]([CH2:18][O:19][C:20]2[CH:21]=[CH:22][CH:23]=[C:24]3[C:28]=2[CH2:27][CH:26]=[CH:25]3)[CH2:12]1)[CH2:8][CH2:9][CH3:10]>O1CCCC1>[CH2:7]([N:11]1[CH2:16][CH2:15][O:14][CH:13]([CH2:18][O:19][C:20]2[CH:21]=[CH:22][CH:23]=[C:24]3[C:28]=2[CH2:27][CH:26]=[CH:25]3)[CH2:12]1)[CH2:8][CH2:9][CH3:10] |f:0.1.2.3.4.5|. Solvent: O1CCCC1 (tetrahydrofuran), O1CCCC1 (tetrahydrofuran).